This data is from the Open Reaction Database (ORD), a public repository of structured organic reaction records. The task is: describe an organic reaction: reactants, conditions, products, and yield The reactants are CC1(OC2=CC(=C(C(=C2CC1)C)SC#N)C)C (2,2,5,7-tetramethyl-6-thiocyanatochroman), [H-].[Al+3].[Li+].[H-].[H-].[H-] (Lithium aluminum hydride), Cl (hydrochloric acid), O (Water). Run in CCOCC (ether), CCOCC (ether), CCOCC (ether). Conditions: temperature 15 celsius. Yields the product CC1(OC2=CC(=C(C(=C2CC1)C)S)C)C (2,2,5,7-tetramethylchroman-6-thiol). Reaction SMILES: [H-].[Al+3].[Li+].[H-].[H-].[H-].[CH3:7][C:8]1([CH3:23])[CH2:17][CH2:16][C:15]2[C:10](=[CH:11][C:12]([CH3:22])=[C:13]([S:19]C#N)[C:14]=2[CH3:18])[O:9]1.O.Cl>CCOCC>[CH3:7][C:8]1([CH3:23])[CH2:17][CH2:16][C:15]2[C:10](=[CH:11][C:12]([CH3:22])=[C:13]([SH:19])[C:14]=2[CH3:18])[O:9]1 |f:0.1.2.3.4.5|. Reported procedure: Lithium aluminum hydride (2.65 g, 69.6 mM) was suspended in anhydrous ether (165 ml) under an atmosphere of argon with external cooling to 15° C. A solution of the thiocyanate (A) (8.6 g, 34.8 mM) in anhydrous ether (100 ml) was added dropwise during 30 minutes and the mixture was then heated under reflux for 30 minutes. The reaction mixture was cooled and ether (80 ml) was added. Water (80 ml) was then added cautiously dropwise followed by 2M hydrochloric acid (120 ml). The organic layer was se... The reactants are C1(CCCC1)NCC(C(=O)OCC)(F)F (Ethyl 3-(cyclopentylamino)-2,2-difluoropropanoate), C(=O)([O-])[O-].[K+].[K+] (K2CO3), ClC1=NC=C(C(=N1)Cl)[N+](=O)[O-] (2,4-dichloro-5-nitropyrimidine). Product: ClC1=NC=C(C(=N1)N(CC(C(=O)OCC)(F)F)C1CCCC1)[N+](=O)[O-] (Ethyl 3-((2-chloro-5-nitropyrimidin-4-yl)(cyclopentyl)amino)-2,2-difluoropropanoate). Run at time 8 hour. Run in CC(=O)C (acetone), CC(=O)C (acetone). The yield is 53.1%. Reported procedure: Compound Ethyl 3-(cyclopentylamino)-2,2-difluoropropanoate (396 mg, 1.79 mmol) was solubilized in acetone (40 mL, dry). The solution was cooled in an ice salt bath under a nitrogen atmosphere and K2CO3 (495 mg, 3.58 mmol) added. To this, a solution of 2,4-dichloro-5-nitropyrimidine (378 mg, 1.97 mmol) in acetone (10 mL, dry) was added dropwise. Upon completion of addition the reaction mixture abandoned and allowed to slowly warm to room temperature and stir overnight. The mixture was then filter... As a reaction SMILES: [CH:1]1([NH:6][CH2:7][C:8]([F:15])([F:14])[C:9]([O:11][CH2:12][CH3:13])=[O:10])[CH2:5][CH2:4][CH2:3][CH2:2]1.C([O-])([O-])=O.[K+].[K+].[Cl:22][C:23]1[N:28]=[C:27](Cl)[C:26]([N+:30]([O-:32])=[O:31])=[CH:25][N:24]=1>CC(C)=O>[Cl:22][C:23]1[N:28]=[C:27]([N:6]([CH:1]2[CH2:2][CH2:3][CH2:4][CH2:5]2)[CH2:7][C:8]([F:14])([F:15])[C:9]([O:11][CH2:12][CH3:13])=[O:10])[C:26]([N+:30]([O-:32])=[O:31])=[CH:25][N:24]=1 |f:1.2.3|. The reactants are [Br-], C[Mg+], O=Cc1cc(Cl)cc2cn(C3CC3)nc12, C1CCOC1. Yields the product CC(O)c1cc(Cl)cc2cn(C3CC3)nc12. As a reaction SMILES: [Br-:16].[CH3:17][Mg+:18].[Cl:1][c:2]1[cH:3][c:4]2[cH:5][n:6]([CH:13]3[CH2:14][CH2:15]3)[n:7][c:8]2[c:9]([CH:11]=[O:12])[cH:10]1.[O:19]1[CH2:20][CH2:21][CH2:22][CH2:23]1>>[Cl:1][c:2]1[cH:3][c:4]2[cH:5][n:6]([CH:13]3[CH2:14][CH2:15]3)[n:7][c:8]2[c:9]([CH:11]([OH:12])[CH3:17])[cH:10]1. Starting materials: O (water), OC1(C=CC(C=C1)=O)C(F)(F)F (4-hydroxy-4-trifluoromethyl-2,5-cyclohexadien-1-one), solution, C(C)(=O)O (acetic acid). The reagents and catalysts are [Zn] (zinc). Run in C(C)O (ethanol). Product: FC(C1=CC=C(C=C1)O)(F)F (4-trifluoromethylphenol). The yield is 84.7%. As a reaction SMILES: O[C:2]1([C:9]([F:12])([F:11])[F:10])[CH:7]=[CH:6][C:5](=[O:8])[CH:4]=[CH:3]1.C(O)(=O)C.O>C(O)C.[Zn]>[F:10][C:9]([F:11])([F:12])[C:2]1[CH:3]=[CH:4][C:5]([OH:8])=[CH:6][CH:7]=1. Procedure details: A solution of 200 mg (1.1 mmol) of 4-hydroxy-4-trifluoromethyl-2,5-cyclohexadien-1-one in 1 mL of absolute ethanol was treated successively with 147 mg (2.2 mmol) of zinc dust and 1 mL of a solution of 80% acetic acid--20% water. The mixture was heated to reflux for one hour, allowed to cool to room temperature, and poured into 20 mL of water. The resulting aqueous mixture was extracted with three 10 mL portions of diethyl ether. Combination, extraction with one 10 mL portion of 10% Na2CO3, dryi... Reactants: C(C1=CC=CC=C1)N([C@@H]1CC[C@@H](CC1)N1CCC(CC1)(C)C)CC1=CC=CC=C1 (cis-dibenzyl-[4-(4,4-dimethyl-piperidin-1-yl)-cyclohexyl]-amine). The reagents and catalysts are [Pd] (palladium/charcoal). The solvent is CO (methanol). The product is CC1(CCN(CC1)C1CCC(CC1)N)C (4-(4,4-DIMETHYL-PIPERIDIN-1YL)-CYCLOHEXYLAMINE). RXN SMILES: C([N:8](CC1C=CC=CC=1)[C@H:9]1[CH2:14][CH2:13][C@@H:12]([N:15]2[CH2:20][CH2:19][C:18]([CH3:22])([CH3:21])[CH2:17][CH2:16]2)[CH2:11][CH2:10]1)C1C=CC=CC=1>CO.[Pd]>[CH3:21][C:18]1([CH3:22])[CH2:19][CH2:20][N:15]([CH:12]2[CH2:13][CH2:14][CH:9]([NH2:8])[CH2:10][CH2:11]2)[CH2:16][CH2:17]1. Reported procedure: 0.7 g (1.8 mmol) cis-dibenzyl-[4-(4,4-dimethyl-piperidin-1-yl)-cyclohexyl]-amine are placed in 14 ml of methanol, 0.14 g palladium/charcoal (10%) are added and the mixture is hydrogenated at 50 psi and 20° C. Then the catalyst is suction filtered and the mother liquor is concentrated by evaporation. Yield: 0.3 g The yield is 69.7%. Procedure details: A suspension of (RS)-5-hydroxymethyl-6-[(isoquinol-5-yl)thiocarbamoyl]-4,5,6,7-tetrahydrothieno[2,3-c]pyridine (21 g) in 6 N hydrochloric acid (220 cc) is heated under reflux for 1.5 hours. The resulting brown solution is cooled, decolorised with animal charcoal and filtered. The filtrate is rendered alkaline to pH 11 with a 15% aqueous solution of potassium carbonate and extracted with methylene chloride (300 cc and then 3×200 cc). The organic extracts are combined and dried over sodium sulphat... Reactants: C (charcoal), OCC1CC2=C(CN1C(NC1=C3C=CN=CC3=CC=C1)=S)SC=C2 ((RS)-5-hydroxymethyl-6-[(isoquinol-5-yl)thiocarbamoyl]-4,5,6,7-tetrahydrothieno[2,3-c]pyridine), C(C)(C)O (isopropanol). Run in Cl (hydrochloric acid). Reaction SMILES: O[CH2:2][CH:3]1[N:8]([C:9](=[S:21])[NH:10][C:11]2[CH:20]=[CH:19][CH:18]=[C:17]3[C:12]=2[CH:13]=[CH:14][N:15]=[CH:16]3)[CH2:7][C:6]2[S:22][CH:23]=[CH:24][C:5]=2[CH2:4]1.C.C(O)(C)C>Cl>[CH:16]1[C:17]2[C:12](=[C:11]([N:10]=[C:9]3[N:8]4[CH2:7][C:6]5[S:22][CH:23]=[CH:24][C:5]=5[CH2:4][CH:3]4[CH2:2][S:21]3)[CH:20]=[CH:19][CH:18]=2)[CH:13]=[CH:14][N:15]=1. Product: C1=NC=CC2=C(C=CC=C12)N=C1SCC2N1CC1=C(C2)C=CS1 ((RS)-7-[(Isoquinol-5-yl)imino]-4,4a,5,9-tetrahydrothiazolo[3,4-a]thieno[3,2-d]pyridine). Conditions: time 20 hour.